From a dataset of the Open Reaction Database (ORD), a public repository of structured organic reaction records. describe an organic reaction: reactants, conditions, products, and yield Starting materials: C1CCOC1, CC(C)NC(C)C, Clc1nc(Cl)c2[nH]cnc2n1, NCC(c1ccccc1)c1ccccc1. The product is Clc1nc(NCC(c2ccccc2)c2ccccc2)c2nc[nH]c2n1. RXN SMILES: [CH2:34]1[O:35][CH2:36][CH2:37][CH2:38]1.[CH:12]([NH:13][CH:14]([CH3:15])[CH3:16])([CH3:17])[CH3:18].[Cl:1][c:2]1[n:3][c:4]([Cl:11])[c:5]2[nH:6][cH:7][n:8][c:9]2[n:10]1.[c:19]1([CH:25]([CH2:26][NH2:27])[c:28]2[cH:29][cH:30][cH:31][cH:32][cH:33]2)[cH:20][cH:21][cH:22][cH:23][cH:24]1>>[Cl:1][c:2]1[n:3][c:4]([NH:27][CH2:26][CH:25]([c:19]2[cH:20][cH:21][cH:22][cH:23][cH:24]2)[c:28]2[cH:29][cH:30][cH:31][cH:32][cH:33]2)[c:5]2[n:6][cH:7][nH:8][c:9]2[n:10]1. Yields the product C(C)(C)(C)OC(=O)N[C@@H]1CN(C[C@@H]([C@@H]1NC(=O)OC)C)C1=C(C=NC=C1)N(C(=O)OC(C)(C)C)C(=O)OC(C)(C)C (Di-tert-butyl (4-{(3R,4S,5S)-3-[(tert-butoxycarbonyl)amino]-4-[(methoxycarbonyl)amino]-5-methylpiperidin-1-yl}pyridin-3-yl)imidodicarbonate). Reactants: C(=O)([O-])[O-].[Na+].[Na+] (Na2CO3), O (water), N[C@@H]1[C@@H](CN(C[C@@H]1C)C1=C(C=NC=C1)N(C(=O)OC(C)(C)C)C(=O)OC(C)(C)C)NC(=O)OC(C)(C)C (di-tert-butyl (4-{(3R,4S,5S)-4-amino-3-[(tert-butoxycarbonyl)amino]-5-methylpiperidin-1-yl}pyridin-3-yl)imidodicarbonate), CCN(C(C)C)C(C)C (DIPEA), ClC(=O)OC (methyl chloroformate). Reported procedure: To a solution of di-tert-butyl (4-{(3R,4S,5S)-4-amino-3-[(tert-butoxycarbonyl)amino]-5-methylpiperidin-1-yl}pyridin-3-yl)imidodicarbonate (1.27 g, 2.43 mmol) in DCM (50.0 mL) at 0° C., DIPEA (983 mg, 7.60 mmol) was added followed by a solution of methyl chloroformate (244 mg, 2.59 mmol) in DCM (10 mL). The solution was stirred at 0° C. for 30 min., then at room temperature for additional 30 min., then the reaction was quenched with 1.0 M aq. Na2CO3 in water (75.0 mL, 75.0 mmol). The organic laye... Yield: 109.7%. Solvent: C(Cl)Cl (DCM), C(Cl)Cl (DCM). RXN SMILES: [NH2:1][C@H:2]1[C@@H:7]([CH3:8])[CH2:6][N:5]([C:9]2[CH:14]=[CH:13][N:12]=[CH:11][C:10]=2[N:15]([C:23]([O:25][C:26]([CH3:29])([CH3:28])[CH3:27])=[O:24])[C:16]([O:18][C:19]([CH3:22])([CH3:21])[CH3:20])=[O:17])[CH2:4][C@H:3]1[NH:30][C:31]([O:33][C:34]([CH3:37])([CH3:36])[CH3:35])=[O:32].CCN(C(C)C)C(C)C.Cl[C:48]([O:50][CH3:51])=[O:49].C([O-])([O-])=O.[Na+].[Na+].O>C(Cl)Cl>[C:34]([O:33][C:31]([NH:30][C@H:3]1[C@@H:2]([NH:1][C:48]([O:50][CH3:51])=[O:49])[C@@H:7]([CH3:8])[CH2:6][N:5]([C:9]2[CH:14]=[CH:13][N:12]=[CH:11][C:10]=2[N:15]([C:23]([O:25][C:26]([CH3:27])([CH3:29])[CH3:28])=[O:24])[C:16]([O:18][C:19]([CH3:20])([CH3:21])[CH3:22])=[O:17])[CH2:4]1)=[O:32])([CH3:36])([CH3:35])[CH3:37] |f:3.4.5|. Reaction conditions: temperature 0 celsius, time 30 minute. RXN SMILES: [CH2:19]([CH3:20])[n:21]1[n:22][cH:23][c:24]([CH3:27])[c:25]1[NH2:26].[F:1][CH:2]([O:3][c:4]1[cH:5][cH:6][c:7]([C:15](=[O:16])[OH:17])[c:8]2[c:9]1[n:10][c:11]([CH2:13][CH3:14])[o:12]2)[F:18]>>[F:1][CH:2]([O:3][c:4]1[cH:5][cH:6][c:7]([C:15](=[O:17])[NH:26][c:25]2[n:21]([CH2:19][CH3:20])[n:22][cH:23][c:24]2[CH3:27])[c:8]2[c:9]1[n:10][c:11]([CH2:13][CH3:14])[o:12]2)[F:18]. Product: CCc1nc2c(OC(F)F)ccc(C(=O)Nc3c(C)cnn3CC)c2o1. Reactants: CCn1ncc(C)c1N, CCc1nc2c(OC(F)F)ccc(C(=O)O)c2o1. Reactants: CC1=CC(=C(C=C1)O)C(=O)C (2-Hydroxy-5-methylacetophenone), BrC1=C(C=O)C=CC(=C1OC)OC (2-bromo-3,4-dimethoxybenzaldehyde). Product: BrC1=C(C=CC(=C1OC)OC)/C=C/C(=O)C1=C(C=CC(=C1)C)O ((E)-3-(2-bromo-3,4-dimethoxyphenyl)-1-(2-hydroxy-5-methylphenyl)-2-propen-1-one). Yield: 65.1%. Reaction SMILES: [CH3:1][C:2]1[CH:7]=[CH:6][C:5]([OH:8])=[C:4]([C:9]([CH3:11])=[O:10])[CH:3]=1.[Br:12][C:13]1[C:20]([O:21][CH3:22])=[C:19]([O:23][CH3:24])[CH:18]=[CH:17][C:14]=1[CH:15]=O>>[Br:12][C:13]1[C:20]([O:21][CH3:22])=[C:19]([O:23][CH3:24])[CH:18]=[CH:17][C:14]=1/[CH:15]=[CH:11]/[C:9]([C:4]1[CH:3]=[C:2]([CH3:1])[CH:7]=[CH:6][C:5]=1[OH:8])=[O:10]. Procedure: 2-Hydroxy-5-methylacetophenone (85 mg, 0.57 mmol) and 2-bromo-3,4-dimethoxybenzaldehyde (166 mg, 0.68 mmol) were reacted according to the same procedure as Preparation 1 to give 140 mg (Yield 54.6%) of the title compound. Starting materials: FC1(CCSCC1)C=1SC(=CN1)C=1C=C(C=C(C1)C)NC1=NC=CC(=N1)C(F)(F)F (N-{3-[2-(4-fluorotetrahydro-2H-thiopyran-4-yl)-1,3-thiazol-5-yl]-5-methylphenyl}-4-(trifluoromethyl)pyrimidin-2-amine), O.O.O.O.O.O.C(C=1C(C(=O)[O-])=CC=CC1)(=O)O[O-].[Mg+2] (magnesium monoperoxyphthalate hexahydrate). Solvent: [O-]S(=O)(=S)[O-].[Na+].[Na+] (Na2S2O3), O (water), C(Cl)Cl.CO (CH2Cl2 MeOH). Run at time 2 hour. The product is FC1(CCS(CC1)(=O)=O)C=1SC(=CN1)C=1C=C(C=C(C1)C)NC1=NC=CC(=N1)C(F)(F)F (N-{3-[2-(4-fluoro-1,1-dioxidotetrahydro-2H-thiopyran-4-yl)-1,3-thiazol-5-yl]-5-methylphenyl}-4-(trifluoromethyl)pyrimidin-2-amine). Yield: 78.9%. Reaction SMILES: [F:1][C:2]1([C:8]2[S:9][C:10]([C:13]3[CH:14]=[C:15]([NH:20][C:21]4[N:26]=[C:25]([C:27]([F:30])([F:29])[F:28])[CH:24]=[CH:23][N:22]=4)[CH:16]=[C:17]([CH3:19])[CH:18]=3)=[CH:11][N:12]=2)[CH2:7][CH2:6][S:5][CH2:4][CH2:3]1.[OH2:31].[OH2:32].O.O.O.O.C(O[O-])(=O)C1C(=CC=CC=1)C([O-])=O.[Mg+2]>C(Cl)Cl.CO.[O-]S([O-])(=S)=O.[Na+].[Na+].O>[F:1][C:2]1([C:8]2[S:9][C:10]([C:13]3[CH:14]=[C:15]([NH:20][C:21]4[N:26]=[C:25]([C:27]([F:28])([F:29])[F:30])[CH:24]=[CH:23][N:22]=4)[CH:16]=[C:17]([CH3:19])[CH:18]=3)=[CH:11][N:12]=2)[CH2:3][CH2:4][S:5](=[O:32])(=[O:31])[CH2:6][CH2:7]1 |f:1.2.3.4.5.6.7.8,9.10,11.12.13|. Procedure: N-{3-[2-(4-fluorotetrahydro-2H-thiopyran-4-yl)-1,3-thiazol-5-yl]-5-methylphenyl}-4-(trifluoromethyl)pyrimidin-2-amine (Example 132, 140 mg, 0.308 mmol) was dissolved in a 2:1 v/v CH2Cl2/MeOH mixture (6 mL) and magnesium monoperoxyphthalate hexahydrate (286 mg, 0.462 mmol) was added. The reaction was stirred at room temperature for 2 hrs, diluted with aqueous 10% Na2S2O3 and water and extracted with CH2Cl2 (2×). The combined organic layers were washed with brine, dried (MgSO4), filtered and evapo...